Dataset: the Open Reaction Database (ORD), a public repository of structured organic reaction records. Task: describe an organic reaction: reactants, conditions, products, and yield Reactants: Cl (hydrochloric acid), C([O-])(O)=O.[Na+] (sodium bicarbonate), CSC1=NC(=CC=2N1C(=NC2)C)SC (5,7-bis(methylthio)-3-methylimidazo[1,5-c]pyrimidine), C[O-].[Na+] (sodium methoxide), ice water. Solvent: O (water), CO (methanol), CO (methanol). Product: CC1N=CC=2N1C(N=C(C2)SC)=O (3-methyl-7-methylthioimidazo[1,5-c]pyrimidin-5-one). RXN SMILES: CS[C:3]1[N:8]2[C:9]([CH3:12])=[N:10][CH:11]=[C:7]2[CH:6]=[C:5]([S:13][CH3:14])[N:4]=1.C[O-].[Na+].Cl.C(=O)(O)[O-:20].[Na+]>O.CO>[CH3:12][CH:9]1[N:8]2[C:3](=[O:20])[N:4]=[C:5]([S:13][CH3:14])[CH:6]=[C:7]2[CH:11]=[N:10]1 |f:1.2,4.5|. Procedure details: To a solution of 4.8 g (21.3 mmole) of 5,7-bis(methylthio)-3-methylimidazo[1,5-c]pyrimidine in 10 ml of water and 90 ml of methanol was added 5.0 g (23.1 mmole) of 25% sodium methoxide in methanol. The mixture was heated at reflux for 16 hours, poured into 400 ml of an ice-water mixture, and acidified with 3 ml of concentrated hydrochloric acid. The mixture was basified with solid sodium bicarbonate, and the precipitate was separated by filtration. The solid was washed with water and dried to pr... The reactants are CCCS(=O)(=O)Cl, CC(C)C(=O)Nc1cccc(C2CCN(CCC(N)c3ccccc3)CC2)c1. Product: CCCS(=O)(=O)NC(CCN1CCC(c2cccc(NC(=O)C(C)C)c2)CC1)c1ccccc1. As a reaction SMILES: [CH2:1]([CH2:2][CH3:3])[S:4](=[O:5])(=[O:6])[Cl:7].[NH2:8][CH:9]([CH2:10][CH2:11][N:12]1[CH2:13][CH2:14][CH:15]([c:18]2[cH:19][c:20]([NH:24][C:25]([CH:26]([CH3:27])[CH3:28])=[O:29])[cH:21][cH:22][cH:23]2)[CH2:16][CH2:17]1)[c:30]1[cH:31][cH:32][cH:33][cH:34][cH:35]1>>[CH2:1]([CH2:2][CH3:3])[S:4](=[O:5])(=[O:6])[NH:8][CH:9]([CH2:10][CH2:11][N:12]1[CH2:13][CH2:14][CH:15]([c:18]2[cH:19][c:20]([NH:24][C:25]([CH:26]([CH3:27])[CH3:28])=[O:29])[cH:21][cH:22][cH:23]2)[CH2:16][CH2:17]1)[c:30]1[cH:31][cH:32][cH:33][cH:34][cH:35]1. The reactants are O=C(Cl)c1ccccc1, CN(C)c1ccncc1, Nc1nc(-c2ccco2)c(Br)s1, O, c1ccncc1. Yields the product O=C(Nc1nc(-c2ccco2)c(Br)s1)c1ccccc1. RXN SMILES: [C:13]([c:14]1[cH:15][cH:16][cH:17][cH:18][cH:19]1)(=[O:20])[Cl:21].[CH3:29][N:30]([CH3:31])[c:32]1[cH:33][cH:34][n:35][cH:36][cH:37]1.[NH2:1][c:2]1[s:3][c:4]([Br:12])[c:5](-[c:7]2[o:8][cH:9][cH:10][cH:11]2)[n:6]1.[OH2:22].[cH:23]1[cH:24][cH:25][n:26][cH:27][cH:28]1>>[NH:1]([c:2]1[s:3][c:4]([Br:12])[c:5](-[c:7]2[o:8][cH:9][cH:10][cH:11]2)[n:6]1)[C:13]([c:14]1[cH:15][cH:16][cH:17][cH:18][cH:19]1)=[O:20]. Starting materials: OC1=C(N)C=CC(=C1)[N+](=O)[O-] (2-hydroxy 4-nitro aniline), C(C1=CC=CC=C1)N=C=O (benzyl isocyanate). Yields the product OC1=C(C=CC(=C1)[N+](=O)[O-])NC(=O)NCC1=CC=CC=C1 (N-(2-hydroxy-4-nitrophenyl)-N′-(benzyl)urea). Yield: 63.0%. RXN SMILES: [OH:1][C:2]1[CH:8]=[C:7]([N+:9]([O-:11])=[O:10])[CH:6]=[CH:5][C:3]=1[NH2:4].[CH2:12]([N:19]=[C:20]=[O:21])[C:13]1[CH:18]=[CH:17][CH:16]=[CH:15][CH:14]=1>>[OH:1][C:2]1[CH:8]=[C:7]([N+:9]([O-:11])=[O:10])[CH:6]=[CH:5][C:3]=1[NH:4][C:20]([NH:19][CH2:12][C:13]1[CH:18]=[CH:17][CH:16]=[CH:15][CH:14]=1)=[O:21]. Procedure details: N-(2-Hydroxy-4-nitrophenyl)-N′-(benzyl)urea was prepared from 2-hydroxy 4-nitro aniline (308 mg, 2.0 mmol) and benzyl isocyanate (2 mmol) according to the procedure in General Method A. The product was purified by dilution with methylene chloride and precipitation with hexanes. Filtering afforded the title compound (362 mg, 52%). EI-MS m/z 288 (M+H)+ Reactants: BrCC1C(C1)(F)F (bromomethyl-2,2-difluorocyclopropane), FC(C1=CC=C(CBr)C=C1)(F)F (4-(trifluoromethyl)benzyl bromide), CC=1N=C(SC1C(=O)OCC)N1C(NCC1)=O (ethyl 4-methyl-2-(2-oxoimidazolidin-1-yl)thiazole-5-carboxylate). Procedure: Following the procedure as described in Preparation 13, making variations to replace bromomethyl-2,2-difluorocyclopropane with 4-(trifluoromethyl)benzyl bromide to react with ethyl 4-methyl-2-(2-oxoimidazolidin-1-yl)thiazole-5-carboxylate, the title compound was obtained in 92% yield: mp 126-127° C.; 1H NMR (300 MHz, DMSO-d6) δ 7.70 (d, J=8.1 Hz, 2H), 7.51 (d, J=8.1 Hz, 2H), 4.51 (s, 2H), 4.17 (q, J=6.9 Hz, 2H), 4.00 (t, J=8.1 Hz, 2H), 3.47 (t, J=8.1 Hz, 2H), 2.49 (s, 3H), 1.23 (t, J=6.9 Hz, 3H)... Yield: 92.0%. Reaction SMILES: BrCC1CC1(F)F.[F:8][C:9]([F:19])([F:18])[C:10]1[CH:17]=[CH:16][C:13]([CH2:14]Br)=[CH:12][CH:11]=1.[CH3:20][C:21]1[N:22]=[C:23]([N:31]2[CH2:35][CH2:34][NH:33][C:32]2=[O:36])[S:24][C:25]=1[C:26]([O:28][CH2:29][CH3:30])=[O:27]>>[CH3:20][C:21]1[N:22]=[C:23]([N:31]2[CH2:35][CH2:34][N:33]([CH2:14][C:13]3[CH:16]=[CH:17][C:10]([C:9]([F:19])([F:18])[F:8])=[CH:11][CH:12]=3)[C:32]2=[O:36])[S:24][C:25]=1[C:26]([O:28][CH2:29][CH3:30])=[O:27]. Yields the product CC=1N=C(SC1C(=O)OCC)N1C(N(CC1)CC1=CC=C(C=C1)C(F)(F)F)=O (ethyl 4-methyl-2-(2-oxo-3-(4-(trifluoromethyl)benzyl)imidazolidin-1-yl)thiazole-5-carboxylate). The reactants are ClCCl, COc1ccc(N(C)c2nc(CN)nc3ccccc23)cc1, O=C1CCC(=O)O1. Product: COc1ccc(N(C)c2nc(CNC(=O)CCC(=O)O)nc3ccccc23)cc1. RXN SMILES: [Cl:30][CH2:31][Cl:32].[NH2:1][CH2:2][c:3]1[n:4][c:5]2[cH:6][cH:7][cH:8][cH:9][c:10]2[c:11]([N:13]([CH3:14])[c:15]2[cH:16][cH:17][c:18]([O:21][CH3:22])[cH:19][cH:20]2)[n:12]1.[O:23]=[C:24]1[CH2:25][CH2:26][C:27](=[O:28])[O:29]1>>[NH:1]([CH2:2][c:3]1[n:4][c:5]2[cH:6][cH:7][cH:8][cH:9][c:10]2[c:11]([N:13]([CH3:14])[c:15]2[cH:16][cH:17][c:18]([O:21][CH3:22])[cH:19][cH:20]2)[n:12]1)[C:27]([CH2:26][CH2:25][C:24](=[O:23])[OH:29])=[O:28].